From a dataset of the Open Reaction Database (ORD), a public repository of structured organic reaction records. describe an organic reaction: reactants, conditions, products, and yield Starting materials: C1(=CC=C(C=C1)CCN)C (2-p-tolylethylamine), C(C1=CC=CC=C1)=O (benzaldehyde), C(=O)([O-])[O-].[K+].[K+] (K2CO3). Run in C(Cl)Cl (DCM). Run at temperature 100 celsius, time 50 minute. Yields the product CC1=CC=C2CCNC(C2=C1)C1=CC=CC=C1 (7-methyl-1-phenyl-1,2,3,4-tetrahydroisoquinoline). The yield is 82.0%. RXN SMILES: [C:1]1([CH3:10])[CH:6]=[CH:5][C:4]([CH2:7][CH2:8][NH2:9])=[CH:3][CH:2]=1.[CH:11](=O)[C:12]1[CH:17]=[CH:16][CH:15]=[CH:14][CH:13]=1.C([O-])([O-])=O.[K+].[K+]>C(Cl)Cl>[CH3:10][C:1]1[CH:6]=[C:5]2[C:4]([CH2:7][CH2:8][NH:9][CH:11]2[C:12]2[CH:17]=[CH:16][CH:15]=[CH:14][CH:13]=2)=[CH:3][CH:2]=1 |f:2.3.4|. Procedure details: A mixture of 12.0 g (89 mmol) of 2-p-tolylethylamine and 11.21 ml (111 mmol) of benzaldehyde in PPA (300 g) was heated at 100° C. for 5 days. After cooling to RT it was poured into a saturated aqueous K2CO3 solution (1200 ml). Following the addition of DCM (300 ml) it was stirred for 50 min at RT. Then the phases were separated and the aqueous phase was extracted with DCM (2×500 ml). The organic phases were combined, dried over Na2SO4, filtered and concentrated to small volume under vacuum. 16.3... Reactants: COC1=CC=C(CN2C(C3=CC=CC(=C3C2=O)OCCOCCOC)=O)C=C1 (2-(4-Methoxy-benzyl)-4-[2-(2-methoxy-ethoxy)-ethoxy]-isoindole-1,3-dione), solution, [H-].[Al+3].[Li+].[H-].[H-].[H-] (lithium aluminium hydride). Run at temperature 60 celsius, time 18 hour. Yields the product COC1=CC=C(CN2CC3=CC=CC(=C3C2)OCCOCCOC)C=C1 (2-(4-Methoxy-benzyl)-4-[2-(2-methoxy-ethoxy)-ethoxy]-2,3-dihydro-1H-isoindole). Yield: 98.7%. As a reaction SMILES: [CH3:1][O:2][C:3]1[CH:28]=[CH:27][C:6]([CH2:7][N:8]2[C:16](=O)[C:15]3[C:10](=[CH:11][CH:12]=[CH:13][C:14]=3[O:18][CH2:19][CH2:20][O:21][CH2:22][CH2:23][O:24][CH3:25])[C:9]2=O)=[CH:5][CH:4]=1.[H-].[Al+3].[Li+].[H-].[H-].[H-]>>[CH3:1][O:2][C:3]1[CH:4]=[CH:5][C:6]([CH2:7][N:8]2[CH2:16][C:15]3[C:10](=[CH:11][CH:12]=[CH:13][C:14]=3[O:18][CH2:19][CH2:20][O:21][CH2:22][CH2:23][O:24][CH3:25])[CH2:9]2)=[CH:27][CH:28]=1 |f:1.2.3.4.5.6|. Reported procedure: 2-(4-Methoxy-benzyl)-4-[2-(2-methoxy-ethoxy)-ethoxy]-isoindole-1,3-dione (149 m g, 0.38 mmol) was treated with a 1M solution of lithium aluminium hydride in TEF (5 mL, 5 mmol). The mixture was maintained at r.t. for 4 hours, 60° C. for 1 hour, then r.t. for a further 18 hours. The mixture was then cooled in ice and quenched by the dropwise addition of water (0.2 mL), 2N sodium hydroxide solution (0.4 mL) and water (0.4 mL). Magnesium sulfate was added, followed by ethyl acetate and then the mixt... The reactants are C(=O)C1=C(C=NC=C1)OC1=C(C=CC(=C1)OC)C1C(C(C2=CC=C(C=C12)OCCC)C1=CC2=C(C=C1)OCO2)C(=O)[O-] (3-[2-[(4-formylpyridin-3-yl)oxy]-4-methoxyphenyl]-1-(3,4-methylenedioxyphenyl)-5-(prop-1-yloxy)indane-2-carboxylate), [O-]Cl=O.[Na+] (NaClO2), NS(=O)(=O)O (NH2SO3H). The solvent is CC(C)(C)O (t-BuOH), O (water). Reaction conditions: time 2 hour. The product is [Na+].[Na+].C(=O)(O)C1=C(C=NC=C1)OC1=C(C=CC(=C1)OC)C1C(C(C2=CC=C(C=C12)OCCC)C1=CC2=C(C=C1)OCO2)C(=O)[O-].C(=O)(O)C2=C(C=NC=C2)OC2=C(C=CC(=C2)OC)C2C(C(C1=CC=C(C=C21)OCCC)C2=CC1=C(C=C2)OCO1)C(=O)[O-] (3-[2-[(4-Carboxypyridin-3-yl)oxy]-4-methoxyphenyl]-1-(3,4-methylenedioxyphenyl)-5-(prop-1-yloxy)indane-2-carboxylate disodium salt). Yield: 61.9%. As a reaction SMILES: [CH:1]([C:3]1[CH:8]=[CH:7][N:6]=[CH:5][C:4]=1[O:9][C:10]1[CH:15]=[C:14]([O:16][CH3:17])[CH:13]=[CH:12][C:11]=1[CH:18]1[C:26]2[C:21](=[CH:22][CH:23]=[C:24]([O:27][CH2:28][CH2:29][CH3:30])[CH:25]=2)[CH:20]([C:31]2[CH:36]=[CH:35][C:34]3[O:37][CH2:38][O:39][C:33]=3[CH:32]=2)[CH:19]1[C:40]([O-:42])=[O:41])=[O:2].[O-:43]Cl=O.[Na+:46].NS(O)(=O)=[O:49]>CC(O)(C)C.O>[Na+:46].[Na+:46].[C:1]([C:3]1[CH:8]=[CH:7][N:6]=[CH:5][C:4]=1[O:9][C:10]1[CH:15]=[C:14]([O:16][CH3:17])[CH:13]=[CH:12][C:11]=1[CH:18]1[C:26]2[C:21](=[CH:22][CH:23]=[C:24]([O:27][CH2:28][CH2:29][CH3:30])[CH:25]=2)[CH:20]([C:31]2[CH:36]=[CH:35][C:34]3[O:37][CH2:38][O:39][C:33]=3[CH:32]=2)[CH:19]1[C:40]([O-:42])=[O:41])([OH:43])=[O:2].[C:1]([C:3]1[CH:8]=[CH:7][N:6]=[CH:5][C:4]=1[O:9][C:10]1[CH:15]=[C:14]([O:16][CH3:17])[CH:13]=[CH:12][C:11]=1[CH:18]1[C:26]2[C:21](=[CH:22][CH:23]=[C:24]([O:27][CH2:28][CH2:29][CH3:30])[CH:25]=2)[CH:20]([C:31]2[CH:36]=[CH:35][C:34]3[O:37][CH2:38][O:39][C:33]=3[CH:32]=2)[CH:19]1[C:40]([O-:42])=[O:41])([OH:49])=[O:2] |f:1.2,6.7.8.9|. Procedure details: To a solution of Methyl (1RS, 2SR, 3RS)-3-[2-[(4-formylpyridin-3-yl)oxy]-4-methoxyphenyl]-1-(3,4-methylenedioxyphenyl)-5-(prop-1-yloxy)indane-2-carboxylate (128 mg, 0.24 mmol) in t-BuOH (10 mL) was added a solution of NaClO2 (34 mg, 0.28 mmol) and NH2SO3H (40 mg, 0.42 mmol) in water (6 mL). The reaction mixture was stirred at room temperature for 2 h and it was partitioned between water and ethyl acetate. The ethyl acetate extract was washed with water and brine and dried (Mg2SO4). The solvent w... Starting materials: ClC=1C(C(=C(C(C1Cl)=O)C#N)C#N)=O (2,3-dichloro-5,6-dicyano-1,4-benzoquinone), C[Li] (methyl lithium), N1=C2C3=C(C=NC2=CC=C1)C=CC=C3 (benzo[c][1,5]naphthyridine). The solvent is O1CCCC1 (THF), O1CCCC1 (tetrahydrofuran). Conditions: temperature -78 celsius. Product: CC1=NC2=CC=CN=C2C2=C1C=CC=C2 (6-methyl-benzo[c][1,5]naphthyridine). Isolated yield 77.7%. As a reaction SMILES: [N:1]1[CH:10]=[CH:9][CH:8]=[C:7]2[C:2]=1[C:3]1[CH:14]=[CH:13][CH:12]=[CH:11][C:4]=1[CH:5]=[N:6]2.C[Li].Cl[C:18]1C(=O)C(C#N)=C(C#N)C(=O)C=1Cl>O1CCCC1>[CH3:18][C:5]1[C:4]2[CH:11]=[CH:12][CH:13]=[CH:14][C:3]=2[C:2]2[C:7](=[CH:8][CH:9]=[CH:10][N:1]=2)[N:6]=1. Procedure: 1.0 g benzo[c][1,5]naphthyridine (5.5 mmol) was dissolved in 30 mL tetrahydrofuran (THF) and then cooled to −78° C. under nitrogen with stirring. 4.4 mL methyl lithium (MeLi) (6.6 mmol, 1.5M) was added and reacted for 1 hr. After quenching the reaction by a saturated ammonium chloride (NH4Cl) solution, extraction by ethyl acetate, drying, and concentration, 30 mL THF and 1.87 g 2,3-dichloro-5,6-dicyano-1,4-benzoquinone (DDQ) (8.2 mmol) were added and reacted for 8 hr. After extraction by ethyl a... The reactants are C(=O)(OCC)C(CC=C)CC=C (4-Carbethoxy-1,6-heptadiene), BrC1=C(C(=CC=C1)Br)O (2,6-dibromophenol). Reagents/catalysts: O(Cl)Cl.[W] (tungsten oxychloride). The solvent is C1(=CC=CC=C1)C (toluene), C1(=CC=CC=C1)C (toluene). Conditions: temperature 90 celsius. The product is C1(CC=CC1)C(=O)OCC ((±)-3-Cyclopentenecarboxylic Acid, Ethyl Ester). Isolated yield 71.1%. Reaction SMILES: BrC1C=CC=C(Br)C=1O.[C:10]([CH:15]([CH2:19][CH:20]=[CH2:21])[CH2:16]C=C)([O:12][CH2:13][CH3:14])=[O:11]>O(Cl)Cl.[W].C1(C)C=CC=CC=1>[CH:15]1([C:10]([O:12][CH2:13][CH3:14])=[O:11])[CH2:16][CH:21]=[CH:20][CH2:19]1 |f:2.3|. Procedure: A flame-dried 500 mL flask was charged with 2,6-dibromophenol (1.20 g, 4.76 mmol), tungsten oxychloride (0.813 g, 2.38 mmol), and anhydrous toluene (25 mL). The resulting suspension was heated at reflux under nitrogen for 1 h, and then the solvent was evaporated in vacuo. The solid residue was broken up with a spatula and dried in vacuo for 30 min. To the residue were added toluene (160 mL), Et4Pb (1.54 g, 4.76 mL), and 702 (22 g, 131.0 mmol). The mixture was heated at 90° C. under nitrogen for ... RXN SMILES: C([O:4][C:5]1[CH:6]=[C:7]2[C:12](=[CH:13][CH:14]=1)[C:11](=[O:15])[C:10]([CH3:17])([CH3:16])[CH2:9][CH2:8]2)C=C.O.C(OCC)(=O)C.CN(C)[C:27]1[CH:32]=CC=C[CH:28]=1>>[CH2:32]([C:6]1[C:5]([OH:4])=[CH:14][CH:13]=[C:12]2[C:7]=1[CH2:8][CH2:9][C:10]([CH3:16])([CH3:17])[C:11]2=[O:15])[CH:27]=[CH2:28]. The reactants are O (Water), C(C)(=O)OCC (ethyl acetate), C(C=C)OC=1C=C2CCC(C(C2=CC1)=O)(C)C (6-(allyloxy)-2,2-dimethyl-3,4-dihydronaphthalen-1(2H)-one), CN(C1=CC=CC=C1)C (N,N-dimethylaniline). Procedure details: 1.69 g of 6-(allyloxy)-2,2-dimethyl-3,4-dihydronaphthalen-1(2H)-one was dissolved in 10 ml of N,N-dimethylaniline, and the obtained mixture was heated to reflux under nitrogen atmosphere for 7 hours. The reaction solution was cooled to a room temperature. Water and ethyl acetate were added to the reaction solution, so as to obtain an organic layer. The obtained organic layer was successively washed with 5 N hydrochloric acid (3 times), water (4 times), and a saturated sodium chloride solution. T... Product: C(C=C)C1=C2CCC(C(C2=CC=C1O)=O)(C)C (5-Allyl-6-hydroxy-2,2-dimethyl-3,4-dihydronaphthalen-1(2H)-one). Reactants: CC(C#CC(F)(F)F)(C)C=1C=CC(=C(C=O)C1)OC (5-(1,1-Dimethyl-4,4,4-trifluoro-2-butynyl)-2-methoxybenzaldehyde), N[C@@H]1[C@@H](N(CCC1)C(=O)OC(C)(C)C)C1=CC=CC=C1 ((2S, 3S)-3-Amino-1-tert-butoxycarbonyl-2-phenylpiperidine), C(C)(C)(C)OC(=O)N1[C@H]([C@H](CCC1)NCC1=C(C=CC(=C1)C(C(F)(F)F)C(F)(F)F)OC)C1=CC=CC=C1 ((2S, 3S)-1-tert-Butoxycarbonyl-2-phenyl-3-(5-(2,2,2-trifluoro-1-(trifluoromethyl)ethyl)-2-methoxybenzyl)aminopiperidine). Product: C(C)(C)(C)OC(=O)N1[C@H]([C@H](CCC1)NCC1=C(C=CC(=C1)C(C#CC(F)(F)F)(C)C)OC)C1=CC=CC=C1 ((2S, 3S)-1-tert-Butoxycarbonyl-3-[5-(1,1-dimethyl-4,4,4-trifluoro-2-butynyl)-2-methoxybenzyl]amino-2-phenylpiperidine). As a reaction SMILES: [CH3:1][C:2]([C:10]1[CH:11]=[CH:12][C:13]([O:18][CH3:19])=[C:14]([CH:17]=1)[CH:15]=O)([CH3:9])[C:3]#[C:4][C:5]([F:8])([F:7])[F:6].[NH2:20][C@H:21]1[CH2:26][CH2:25][CH2:24][N:23]([C:27]([O:29][C:30]([CH3:33])([CH3:32])[CH3:31])=[O:28])[C@H:22]1[C:34]1[CH:39]=[CH:38][CH:37]=[CH:36][CH:35]=1.C(OC(N1CCC[C@H](NCC2C=C(C(C(F)(F)F)C(F)(F)F)C=CC=2OC)[C@@H]1C1C=CC=CC=1)=O)(C)(C)C>>[C:30]([O:29][C:27]([N:23]1[CH2:24][CH2:25][CH2:26][C@H:21]([NH:20][CH2:15][C:14]2[CH:17]=[C:10]([C:2]([CH3:9])([CH3:1])[C:3]#[C:4][C:5]([F:8])([F:7])[F:6])[CH:11]=[CH:12][C:13]=2[O:18][CH3:19])[C@@H:22]1[C:34]1[CH:39]=[CH:38][CH:37]=[CH:36][CH:35]=1)=[O:28])([CH3:33])([CH3:31])[CH3:32]. Reported procedure: This compound was prepared from Compound 58 and Compound 12 in the same manner of Compound 13. The reactants are C(\C=C\C)#N (crotononitrile), N(N)C=1SC2=C(N1)C=CC=C2 (2-hydrazinobenzothiazole), OCC[N+](C)(C)C (choline). Solvent: C(C)O (ethanol). Product: NC1=NN(C(C1)C)C=1SC2=C(N1)C=CC=C2 (2-(3-Amino-5-methyl-2-pyrazolin-1-yl)benzothiazole). As a reaction SMILES: [C:1](#[N:5])/[CH:2]=[CH:3]/[CH3:4].[NH:6]([C:8]1[S:9][C:10]2[CH:16]=[CH:15][CH:14]=[CH:13][C:11]=2[N:12]=1)[NH2:7].OCC[N+](C)(C)C>C(O)C>[NH2:5][C:1]1[CH2:2][CH:3]([CH3:4])[N:6]([C:8]2[S:9][C:10]3[CH:16]=[CH:15][CH:14]=[CH:13][C:11]=3[N:12]=2)[N:7]=1. Reported procedure: A mixture of 20.1 g. of crotononitrile, 80 ml. of absolute ethanol, 4.87 g. of 2-hydrazinobenzothiazole and 1.5 ml. of 50% methanolic choline is refluxed for 16 hours. The solvent is removed in vacuo and water is added. The separated solid is collected by filtration, dissolved in dichloromethane, and passed through a short column of hydrous magnesium silicate. The effluent is refluxed with the gradual addition of hexane to give a crystalline product. The crystallization step is repeated to give ... Reactants: N1(CCNCC1)C=1C=CC(=C(N)C1)[N+](=O)[O-] (5-(Piperazin-1-yl)-2-nitroaniline). Reagents/catalysts: [Pd] (Pd-C). Solvent: C(C)O (ethanol). The product is N1(CCNCC1)C1=CC(=C(C=C1)N)N (4-(piperazin-1-yl)-1, 2-phenylenediamine). Isolated yield 92.5%. RXN SMILES: [N:1]1([C:7]2[CH:8]=[CH:9][C:10]([N+:14]([O-])=O)=[C:11]([CH:13]=2)[NH2:12])[CH2:6][CH2:5][NH:4][CH2:3][CH2:2]1>C(O)C.[Pd]>[N:1]1([C:7]2[CH:8]=[CH:9][C:10]([NH2:14])=[C:11]([NH2:12])[CH:13]=2)[CH2:6][CH2:5][NH:4][CH2:3][CH2:2]1. Procedure: The nitroaniline derivative (10.0 g, 0.045 mol) (obtained in step 1 above) was hydrogenated using 10% Pd-C (1.5 g) in ethanol (45 mL), by an analogous procedure to that described in preparation 1 (step 4) to yield 4-(piperazin-1-yl)-1, 2-phenylenediamine (8.0 g, 93%) as a brown viscous oil. IR (Neat) 3342 cm-1 ; 1H NMR (CDCl3) δ 2.80 (brs, 5H, NH), 3.00 (m, 8H, 4×NCH2), 6.30 (d, J=8.2 Hz, 1H), 6.38 (s, 1H), 6.62 (d, J=8.0 Hz, 1H); Mass (m/z) 192 (M+.).